Dataset: the Open Reaction Database (ORD), a public repository of structured organic reaction records. Task: describe an organic reaction: reactants, conditions, products, and yield Reactants: C(C1=CC=CC=C1)OC(=O)N1N(C(CCC1)C(=O)OC)C(C(CBr)Br)=O (methyl 1-benzyloxycarbonyl-2-(2,3-dibromopropionyl)-hexahydro-3-pyridazinecarboxylate), Br (hydrogen bromide). The solvent is C(C)(=O)O (acetic acid). Yields the product BrC1C(N2N(CCCC2C(=O)OC)C1)=O (methyl 2-bromo-hexahydro-3-oxo-1H-pyrazolo[1,2-a]pyridazine-5-carboxylate). Isolated yield 77.8%. As a reaction SMILES: C(OC([N:11]1[CH2:16][CH2:15][CH2:14][CH:13]([C:17]([O:19][CH3:20])=[O:18])[N:12]1[C:21](=[O:26])[CH:22]([Br:25])[CH2:23]Br)=O)C1C=CC=CC=1.Br>C(O)(=O)C>[Br:25][CH:22]1[CH2:23][N:11]2[CH2:16][CH2:15][CH2:14][CH:13]([C:17]([O:19][CH3:20])=[O:18])[N:12]2[C:21]1=[O:26]. Procedure details: 5.8 g of methyl 1-benzyloxycarbonyl-2-(2,3-dibromopropionyl)-hexahydro-3-pyridazinecarboxylate (2 racemates) were stirred for 1 hour at room temperature with 15 ml of 45% hydrogen bromide solution in glacial acetic acid and the mixture was then evaporated. The resulting oily solid was washed with diethyl ether and then partitioned between dichloromethane and saturated aqueous sodium bicarbonate solution. The organic phase was separated, dried over sodium sulphate and evaporated. The residue was ... Conditions: time 8 hour. Yields the product C[C@H]1[C@H](CN(CC1)C(CC#N)=O)N(C1=C2C(=NC=C1)NC=C2)C (3-{(3R,4R)-4-Methyl-3-[methyl(1H-pyrrolo[2,3-b]pyridin-4-yl)amino]piperidin-1-yl}-3-oxopropanenitrile). The reactants are CN(C1=C2C(=NC=C1)NC=C2)[C@H]2CNCC[C@H]2C (N-methyl-N-[(3R,4R)-4-methylpiperidin-3-yl]-N-(1H-pyrrolo[2,3-b]pyridin-4-yl)-amine), O=C1N(C(CC1)=O)OC(CC#N)=O (3-[(2,5-dioxopyrrolidin-1-yl)oxy]-3-oxopropanenitrile), C(C)O (ethanol). Yield: 182.5%. RXN SMILES: [CH3:1][N:2]([C@@H:12]1[C@H:17]([CH3:18])[CH2:16][CH2:15][NH:14][CH2:13]1)[C:3]1[CH:8]=[CH:7][N:6]=[C:5]2[NH:9][CH:10]=[CH:11][C:4]=12.O=C1CCC(=O)N1[O:26][C:27](=O)[CH2:28][C:29]#[N:30].C(O)C>>[CH3:18][C@@H:17]1[CH2:16][CH2:15][N:14]([C:27](=[O:26])[CH2:28][C:29]#[N:30])[CH2:13][C@@H:12]1[N:2]([CH3:1])[C:3]1[CH:8]=[CH:7][N:6]=[C:5]2[NH:9][CH:10]=[CH:11][C:4]=12. Procedure details: A mixture of N-methyl-N-[(3R,4R)-4-methylpiperidin-3-yl]-N-(1H-pyrrolo[2,3-b]pyridin-4-yl)-amine (43.0 mg, 0.000176 mol) and 3-[(2,5-dioxopyrrolidin-1-yl)oxy]-3-oxopropanenitrile (38 mg, 0.00021 mol) in ethanol (1 mL, 0.02 mol) was stirred overnight. The reaction mixture was partitioned between ethyl acetate/THF and sat. NaHCO3, and the organic layer was washed by sat. NaCl. The solvent was removed under vacuum to give 100 mg of an orange solid which was chromatographed with 7% MeOH/DCM, 0.7% NH...